This data is from the Open Reaction Database (ORD), a public repository of structured organic reaction records. The task is: describe an organic reaction: reactants, conditions, products, and yield The reactants are CC(C)(C)OC(=O)N1CCC(CCCn2c(COc3ccc(Cl)cc3)nc3c(OCCCBr)cccc32)CC1, O=C([O-])[O-], CC1CCNCC1, CN(C)C=O, [K+], [K+]. The product is CC1CCN(CCCOc2cccc3c2nc(COc2ccc(Cl)cc2)n3CCCC2CCN(C(=O)OC(C)(C)C)CC2)CC1. As a reaction SMILES: [Br:1][CH2:2][CH2:3][CH2:4][O:5][c:6]1[cH:7][cH:8][cH:9][c:10]2[n:11]([CH2:24][CH2:25][CH2:26][CH:27]3[CH2:28][CH2:29][N:30]([C:33](=[O:34])[O:35][C:36]([CH3:37])([CH3:38])[CH3:39])[CH2:31][CH2:32]3)[c:12]([CH2:15][O:16][c:17]3[cH:18][cH:19][c:20]([Cl:23])[cH:21][cH:22]3)[n:13][c:14]12.[C:40](=[O:41])([O-:42])[O-:43].[CH3:46][CH:47]1[CH2:48][CH2:49][NH:50][CH2:51][CH2:52]1.[CH3:53][N:54]([CH3:55])[CH:56]=[O:57].[K+:44].[K+:45]>>[CH2:2]([CH2:3][CH2:4][O:5][c:6]1[cH:7][cH:8][cH:9][c:10]2[n:11]([CH2:24][CH2:25][CH2:26][CH:27]3[CH2:28][CH2:29][N:30]([C:33](=[O:34])[O:35][C:36]([CH3:37])([CH3:38])[CH3:39])[CH2:31][CH2:32]3)[c:12]([CH2:15][O:16][c:17]3[cH:18][cH:19][c:20]([Cl:23])[cH:21][cH:22]3)[n:13][c:14]12)[N:50]1[CH2:49][CH2:48][CH:47]([CH3:46])[CH2:52][CH2:51]1. Reactants: C(C(=O)Cl)(=O)Cl (Oxalyl chloride), C(C1=CC=CC=C1)O (benzyl alcohol), N1=CC=CC=C1 (pyridine), CN1C(CC[C@@]2(C3=C(CC[C@@H]12)C=C(C=C3)C(=O)O)C)=O ((+)-{4aR)-(10bR)-4-methyl-8-carboxy-10b-methyl-1,2,3,4,4a,-5,6,10b-octahydrobenzo[f]quinolin-3-one). Reagents/catalysts: CN(C=O)C (dimethylformamide). Run in C(Cl)(Cl)Cl (chloroform), C1CCOC1 (THF), C1=CC=CC=C1 (benzene). Reaction conditions: time 25 minute. Yields the product CN1C(CC[C@@]2(C3=C(CC[C@@H]12)C=C(C=C3)C(=O)OCC3=CC=CC=C3)C)=O ((+)-(4aR)-(10bR)-4-methyl-8-benzyloxycarbonyl-10b-methyl-1,2,3,4,4a,5,6,10b-octahydrobenzo[f]quinolin-3-one). Isolated yield 8.0%. Reaction SMILES: [CH3:1][N:2]1[C@H:11]2[C@@:6]([CH3:19])([C:7]3[CH:15]=[CH:14][C:13]([C:16]([OH:18])=[O:17])=[CH:12][C:8]=3[CH2:9][CH2:10]2)[CH2:5][CH2:4][C:3]1=[O:20].C(Cl)(=O)C(Cl)=O.[CH2:27](O)[C:28]1[CH:33]=[CH:32][CH:31]=[CH:30][CH:29]=1.N1C=CC=CC=1>CN(C)C=O.C1COCC1.C(Cl)(Cl)Cl.C1C=CC=CC=1>[CH3:1][N:2]1[C@H:11]2[C@@:6]([CH3:19])([C:7]3[CH:15]=[CH:14][C:13]([C:16]([O:18][CH2:27][C:28]4[CH:33]=[CH:32][CH:31]=[CH:30][CH:29]=4)=[O:17])=[CH:12][C:8]=3[CH2:9][CH2:10]2)[CH2:5][CH2:4][C:3]1=[O:20]. Procedure details: A 50 mL round bottom flask was charged with (+)-{4aR)-(10bR)-4-methyl-8-carboxy-10b-methyl-1,2,3,4,4a,-5,6,10b-octahydrobenzo[f]quinolin-3-one (100 mg, 0.37) and 2 mL of benzene. Oxalyl chloride (1.1 mmol) was added dropwise via syringe to the stirred mixture, followed by a catalytic amount of dimethylformamide (one drop). The mixture was allowed to stir at room temperature for 25 min, and then the volatiles were removed in vacuo. One mL of THF was added, followed by a solution of benzyl alcohol...